describe an organic reaction: reactants, conditions, products, and yield From a dataset of the Open Reaction Database (ORD), a public repository of structured organic reaction records. Reactants: O=C([O-])[O-], CCCCCCCCCCCC, CCOC(C)=O, [Cu]I, Cc1cc(C)cc(I)c1, [K+], [K+], OCCO, Sc1ccccc1. The product is Cc1cc(C)cc(Sc2ccccc2)c1. RXN SMILES: [C:1](=[O:2])([O-:3])[O-:4].[CH3:27][CH2:28][CH2:29][CH2:30][CH2:31][CH2:32][CH2:33][CH2:34][CH2:35][CH2:36][CH2:37][CH3:38].[CH3:41][CH2:42][O:43][C:44](=[O:45])[CH3:46].[Cu:39][I:40].[I:11][c:12]1[cH:13][c:14]([CH3:19])[cH:15][c:16]([CH3:18])[cH:17]1.[K+:5].[K+:6].[OH:7][CH2:8][CH2:9][OH:10].[SH:20][c:21]1[cH:22][cH:23][cH:24][cH:25][cH:26]1>>[c:12]1([S:20][c:21]2[cH:22][cH:23][cH:24][cH:25][cH:26]2)[cH:13][c:14]([CH3:19])[cH:15][c:16]([CH3:18])[cH:17]1. The reactants are O=C(O)c1ccc(OCF)cn1, CC1(C)OC(N)=NC(C)(c2cc(N)ccc2F)C1(F)F. Yields the product CC1(C)OC(N)=NC(C)(c2cc(NC(=O)c3ccc(OCF)cn3)ccc2F)C1(F)F. As a reaction SMILES: [F:21][CH2:22][O:23][c:24]1[cH:25][cH:26][c:27]([C:30](=[O:31])[OH:32])[n:28][cH:29]1.[NH2:1][c:2]1[cH:3][cH:4][c:5]([F:20])[c:6]([C:8]2([CH3:19])[N:9]=[C:10]([NH2:18])[O:11][C:12]([CH3:16])([CH3:17])[C:13]2([F:14])[F:15])[cH:7]1>>[NH:1]([c:2]1[cH:3][cH:4][c:5]([F:20])[c:6]([C:8]2([CH3:19])[N:9]=[C:10]([NH2:18])[O:11][C:12]([CH3:16])([CH3:17])[C:13]2([F:14])[F:15])[cH:7]1)[C:30]([c:27]1[cH:26][cH:25][c:24]([O:23][CH2:22][F:21])[cH:29][n:28]1)=[O:31]. Reactants: C1CCOC1, [N-]=[N+]=NCc1cc(Cl)ccc1OCC(F)(F)F, O, c1ccc(P(c2ccccc2)c2ccccc2)cc1. Product: NCc1cc(Cl)ccc1OCC(F)(F)F. RXN SMILES: [CH2:38]1[O:39][CH2:40][CH2:41][CH2:42]1.[F:1][C:2]([CH2:3][O:4][c:5]1[c:6]([CH2:7][N:8]=[N+:9]=[N-:10])[cH:11][c:12]([Cl:15])[cH:13][cH:14]1)([F:16])[F:17].[OH2:37].[c:18]1([P:19]([c:20]2[cH:21][cH:22][cH:23][cH:24][cH:25]2)[c:26]2[cH:27][cH:28][cH:29][cH:30][cH:31]2)[cH:32][cH:33][cH:34][cH:35][cH:36]1>>[F:1][C:2]([CH2:3][O:4][c:5]1[c:6]([CH2:7][NH2:8])[cH:11][c:12]([Cl:15])[cH:13][cH:14]1)([F:16])[F:17].